This data is from the Open Reaction Database (ORD), a public repository of structured organic reaction records. The task is: describe an organic reaction: reactants, conditions, products, and yield The reactants are CC1CNCCC1(C)c1cccc(-c2c[nH]nn2)c1, CN(C)C=O, OC(CCCl)c1ccccc1, [I-], [Na+], [Na+], O=C([O-])O. Yields the product CC1CN(CCC(O)c2ccccc2)CCC1(C)c1cccc(-c2c[nH]nn2)c1. As a reaction SMILES: [CH3:1][CH:2]1[CH2:3][NH:4][CH2:5][CH2:6][C:7]1([c:8]1[cH:9][c:10](-[c:14]2[n:15][n:16][nH:17][cH:18]2)[cH:11][cH:12][cH:13]1)[CH3:19].[CH3:38][N:39]([CH3:40])[CH:41]=[O:42].[Cl:20][CH2:21][CH2:22][CH:23]([OH:24])[c:25]1[cH:26][cH:27][cH:28][cH:29][cH:30]1.[I-:32].[Na+:31].[Na+:33].[OH:34][C:35](=[O:36])[O-:37]>>[CH3:1][CH:2]1[CH2:3][N:4]([CH2:21][CH2:22][CH:23]([OH:24])[c:25]2[cH:26][cH:27][cH:28][cH:29][cH:30]2)[CH2:5][CH2:6][C:7]1([c:8]1[cH:9][c:10](-[c:14]2[n:15][n:16][nH:17][cH:18]2)[cH:11][cH:12][cH:13]1)[CH3:19]. Reactants: C(C)OC(=O)C(=CC)C=1N=C(SC1)N (1-(2-Aminothiazol-4-yl)-1-propencarboxylic acid ethyl ester). Solvent: CO (methanol), 2, [OH-].[Na+] (NaOH). The product is NC=1SC=C(N1)C(=CC)C(=O)O (1-(2-Aminothiazol-4-yl)-1-propencarboxylic acid). As a reaction SMILES: C([O:3][C:4]([C:6]([C:9]1[N:10]=[C:11]([NH2:14])[S:12][CH:13]=1)=[CH:7][CH3:8])=[O:5])C>CO.[OH-].[Na+]>[NH2:14][C:11]1[S:12][CH:13]=[C:9]([C:6]([C:4]([OH:5])=[O:3])=[CH:7][CH3:8])[N:10]=1 |f:2.3|. Procedure details: The product of example 82 was dissolved in a mixture of 20 ml methanol and 5 ml 2 n NaOH. Product: CC(c1ccc(F)cn1)c1c(CCN(C)C)sc2ccccc12. RXN SMILES: [CH3:26][CH2:27][OH:28].[F:1][c:2]1[cH:3][cH:4][c:5]([C:8](=[CH2:9])[c:10]2[c:11]3[c:12]([s:13][c:14]2[CH2:15][CH2:16][N:17]([CH3:18])[CH3:19])[cH:20][cH:21][cH:22][cH:23]3)[n:6][cH:7]1.[H:24][H:25].[Pt:29](=[O:30])=[O:31]>>[F:1][c:2]1[cH:3][cH:4][c:5]([CH:8]([CH3:9])[c:10]2[c:11]3[c:12]([s:13][c:14]2[CH2:15][CH2:16][N:17]([CH3:18])[CH3:19])[cH:20][cH:21][cH:22][cH:23]3)[n:6][cH:7]1. Starting materials: CCO, C=C(c1ccc(F)cn1)c1c(CCN(C)C)sc2ccccc12, [H][H], O=[Pt]=O. The reactants are C(C1=CC=CC=C1)OC1=CC=C(C=C1)N1C(=C(C2=CC=CC=C12)C=NO)C (1-(4-benzyloxyphenyl)-2-methyl-1H-indole-3-carbaldehyde oxime), [F-].C(CCC)[N+](CCCC)(CCCC)CCCC (tetrabutyl ammonium fluoride), C(C)[SiH](CC)CC (triethylsilane), [Cl-].[NH4+] (ammonium chloride). Run in ClCCl (dichloromethane), ClCCl (dichloromethane), C(C)N(CC)CC (triethylamine), C(C)(=O)OCC (Ethyl acetate), O1CCCC1 (tetrahydrofuran). Reaction conditions: time 15 minute. The product is OC1=CC=C(C=C1)N1C(=C(C2=CC=CC=C12)C=NO)C (1-(4-Hydroxyphenyl)-2-methyl-1H-indole-3-carbaldehyde oxime). Reagents/catalysts: CC(=O)[O-].CC(=O)[O-].[Pd+2] (Pd(OAc)2). Yield: 83.0%. RXN SMILES: C([SiH](CC)CC)C.C([O:15][C:16]1[CH:21]=[CH:20][C:19]([N:22]2[C:30]3[C:25](=[CH:26][CH:27]=[CH:28][CH:29]=3)[C:24]([CH:31]=[N:32][OH:33])=[C:23]2[CH3:34])=[CH:18][CH:17]=1)C1C=CC=CC=1.[Cl-].[NH4+].[F-].C([N+](CCCC)(CCCC)CCCC)CCC>ClCCl.O1CCCC1.CC([O-])=O.CC([O-])=O.[Pd+2].C(OCC)(=O)C.C(N(CC)CC)C>[OH:15][C:16]1[CH:21]=[CH:20][C:19]([N:22]2[C:30]3[C:25](=[CH:26][CH:27]=[CH:28][CH:29]=3)[C:24]([CH:31]=[N:32][OH:33])=[C:23]2[CH3:34])=[CH:18][CH:17]=1 |f:2.3,4.5,8.9.10|. Procedure: To a stirred solution of dichloromethane (20 mL), Pd(OAc)2 (50 mg, 0.2 mmol), and triethylsilane (2 mL) was added triethylamine (1 mL), and the mixture was stirred at room temperature for 15 min. To the mixture was added 1-(4-benzyloxyphenyl)-2-methyl-1H-indole-3-carbaldehyde oxime (0.36 g, 1 mmol) in dichloromethane (10 mL), and stirred for 90 min. Ethyl acetate (25 mL) and ammonium chloride (25 mL of 10% solution) were added and the product extracted into ethyl acetate (2×25 mL). The combined ...